Dataset: the Open Reaction Database (ORD), a public repository of structured organic reaction records. Task: describe an organic reaction: reactants, conditions, products, and yield RXN SMILES: [CH2:1]([c:2]1[cH:3][cH:4][cH:5][cH:6][cH:7]1)[O:8][c:9]1[cH:10][cH:11][c:12]([NH:15][c:16]2[c:17]3[c:18]([n:19][cH:20][n:21]2)[cH:22][n:23][c:24]([Cl:26])[cH:25]3)[cH:13][cH:14]1.[CH2:55]([O:56][c:57]1[cH:58][cH:59][c:60]([NH:61][c:62]2[c:63]3[cH:64][c:65](-[c:66]4[o:67][c:68]([CH:69]=[O:70])[cH:71][cH:72]4)[n:73][cH:74][c:75]3[n:76][cH:77][n:78]2)[cH:79][cH:80]1)[c:81]1[cH:82][cH:83][cH:84][cH:85][cH:86]1.[O:27]1[CH:28]([c:32]2[cH:33][cH:34][c:35]([Sn:37]([CH2:38][CH2:39][CH2:40][CH3:41])([CH2:42][CH2:43][CH2:44][CH3:45])[CH2:46][CH2:47][CH2:48][CH3:49])[o:36]2)[O:29][CH2:30][CH2:31]1.[O:50]1[CH2:51][CH2:52][O:53][CH2:54]1.[O:87]1[CH2:88][CH2:89][O:90][CH2:91][CH2:92]1>>[CH2:1]([c:2]1[cH:3][cH:4][cH:5][cH:6][cH:7]1)[O:8][c:9]1[cH:10][cH:11][c:12]([NH:15][c:16]2[c:17]3[c:18]([n:19][cH:20][n:21]2)[cH:22][n:23][c:24](-[c:35]2[cH:34][cH:33][c:32]([CH:28]4[O:27][CH2:31][CH2:30][O:29]4)[o:36]2)[cH:25]3)[cH:13][cH:14]1. Product: c1ccc(COc2ccc(Nc3ncnc4cnc(-c5ccc(C6OCCO6)o5)cc34)cc2)cc1. Reactants: Clc1cc2c(Nc3ccc(OCc4ccccc4)cc3)ncnc2cn1, O=Cc1ccc(-c2cc3c(Nc4ccc(OCc5ccccc5)cc4)ncnc3cn2)o1, CCCC[Sn](CCCC)(CCCC)c1ccc(C2OCCO2)o1, C1COCO1, C1COCCO1.